Dataset: the Open Reaction Database (ORD), a public repository of structured organic reaction records. Task: describe an organic reaction: reactants, conditions, products, and yield Starting materials: BrC=1C(=NC=CN1)C(=O)OC (methyl 3-bromopyrazine-2-carboxylate), C[O-].[Na+] (NaOMe). The solvent is CO (methanol), CO (methanol). Conditions: time 30 minute. Yields the product COC=1C(=NC=CN1)C(=O)OC (methyl 3-methoxypyrazine-2-carboxylate). As a reaction SMILES: Br[C:2]1[C:3]([C:8]([O:10][CH3:11])=[O:9])=[N:4][CH:5]=[CH:6][N:7]=1.[CH3:12][O-:13].[Na+]>CO>[CH3:12][O:13][C:2]1[C:3]([C:8]([O:10][CH3:11])=[O:9])=[N:4][CH:5]=[CH:6][N:7]=1 |f:1.2|. Procedure details: To a solution of 2 g of methyl 3-bromopyrazine-2-carboxylate (prepared as described by J. H. Jones, W. H. Holtz, E. J. C. Cragoe, J. Med. Chem., 1969, 12, 285-287) in 50 mL of methanol was added 4 mL of 30% NaOMe in methanol. After stirring 30 min the reaction was quenched with 6 mL of acetic acid and concentrated under reduced pressure. The residue was partitioned between 50 mL ethyl acetate and 50 mL saturated NaHCO3, the extract dried over MgSO4. Concentration under reduced pressure gave a wh... The product is CC1(C)C2CCC(CCOCCCCO)C1C2. Starting materials: OCCCCO, CC1(C)C2CCC(CCCl)C1C2, Cl, [Na]. RXN SMILES: [CH2:15]([CH2:16][CH2:17][CH2:18][OH:19])[OH:20].[CH3:2][C:3]1([CH3:13])[CH:4]2[CH2:5][CH2:6][CH:7]([CH2:10][CH2:11][Cl:12])[CH:8]1[CH2:9]2.[ClH:14].[Na:1]>>[CH3:2][C:3]1([CH3:13])[CH:4]2[CH2:5][CH2:6][CH:7]([CH2:10][CH2:11][O:19][CH2:18][CH2:17][CH2:16][CH2:15][OH:20])[CH:8]1[CH2:9]2.